From a dataset of the Open Reaction Database (ORD), a public repository of structured organic reaction records. describe an organic reaction: reactants, conditions, products, and yield The reactants are CNC(C=C(C1=CC=CC=C1)C=1C=C2C=C(NC2=CC1)C)=O (N-methyl-3-(2-methyl-1H-indol-5-yl)-3-phenyl-acrylamide). Reagents/catalysts: [Pd] (Pd/C), [Pd] (Pd/C). Run in CCO.CCOC(=O)C.CO (EtOH EtOAc MeOH). Reaction conditions: time 48 hour. The product is CNC(CC(C1=CC=CC=C1)C=1C=C2C=C(NC2=CC1)C)=O (N-methyl-3-(2-methyl-1H-indol-5-yl)-3-phenyl-propionamide). Reaction SMILES: [CH3:1][NH:2][C:3](=[O:22])[CH:4]=[C:5]([C:12]1[CH:13]=[C:14]2[C:18](=[CH:19][CH:20]=1)[NH:17][C:16]([CH3:21])=[CH:15]2)[C:6]1[CH:11]=[CH:10][CH:9]=[CH:8][CH:7]=1>CCO.CCOC(C)=O.CO.[Pd]>[CH3:1][NH:2][C:3](=[O:22])[CH2:4][CH:5]([C:12]1[CH:13]=[C:14]2[C:18](=[CH:19][CH:20]=1)[NH:17][C:16]([CH3:21])=[CH:15]2)[C:6]1[CH:7]=[CH:8][CH:9]=[CH:10][CH:11]=1 |f:1.2.3|. Procedure: To a solution of N-methyl-3-(2-methyl-1H-indol-5-yl)-3-phenyl-acrylamide LXVIII (990 mg, 3.41 mmol) in EtOH/EtOAc/MeOH (5/2/1, 40 ml) was added Pd/C (5%, 90 mg). The mixture was hydrogenated in a Parr apparatus at 60 psi of H2 for 48 hours. Degoussa-type catalyst (10% Pd/C, catalytic amount) was added to the mixture. The mixture was hydrogenated in a Parr apparatus at 60 psi of H2 for additional 6 hours. The reaction mixture was filtered through celite, and the filter cake was washed with MeOH, ... Reactants: ice water, C1(=CC=CC=C1)C1=CNC(C2=CC=CC=C12)=O (4-phenyl-1(2H)-isoquinolone), C([O-])([O-])=O.[K+].[K+] (potassium carbonate), ClCC(C)O (1-chloro-2-propanol). The solvent is CN(C=O)C (dimethylformamide). Yields the product OC(CN1C(C2=CC=CC=C2C(=C1)C1=CC=CC=C1)=O)C (2-(2-hydroxypropyl)-4-phenyl-1(2H)-isoquinolone). Yield: 81.0%. Reaction SMILES: [C:1]1([C:7]2[C:16]3[C:11](=[CH:12][CH:13]=[CH:14][CH:15]=3)[C:10](=[O:17])[NH:9][CH:8]=2)[CH:6]=[CH:5][CH:4]=[CH:3][CH:2]=1.C(=O)([O-])[O-].[K+].[K+].Cl[CH2:25][CH:26]([OH:28])[CH3:27]>CN(C)C=O>[OH:28][CH:26]([CH3:27])[CH2:25][N:9]1[CH:8]=[C:7]([C:1]2[CH:2]=[CH:3][CH:4]=[CH:5][CH:6]=2)[C:16]2[C:11](=[CH:12][CH:13]=[CH:14][CH:15]=2)[C:10]1=[O:17] |f:1.2.3|. Procedure: 44.2 g of 4-phenyl-1(2H)-isoquinolone and 55.2 g of potassium carbonate were mixed with 250 ml of dimethylformamide, and the mixture was heated at 110° C. to 120° C. for 2 hours. Thereafter, 35 g of 70% 1-chloro-2-propanol was added dropwise to the mixture, and then the resulting mixture was stirred and heated for 5 hours. After allowing the mixture to cool, the reaction mixture was poured into ice-water, and the precipitated crystals were collected by filtration, washed with water and then drie... Reactants: CC(C)Oc1ccc(-c2nc(-c3cccc4c(Br)nccc34)no2)cc1Cl, COCCOC, CCO, [Na+], [Na+], O=C([O-])[O-], O, O=C(O)c1cccc(B(O)O)c1. The product is CC(C)Oc1ccc(-c2nc(-c3cccc4c(-c5cccc(C(=O)O)c5)nccc34)no2)cc1Cl. As a reaction SMILES: [Br:7][c:8]1[n:9][cH:10][cH:11][c:12]2[c:13](-[c:18]3[n:19][o:20][c:21](-[c:23]4[cH:24][c:25]([Cl:33])[c:26]([O:29][CH:30]([CH3:31])[CH3:32])[cH:27][cH:28]4)[n:22]3)[cH:14][cH:15][cH:16][c:17]12.[CH3:46][O:47][CH2:48][CH2:49][O:50][CH3:51].[CH3:52][CH2:53][OH:54].[Na+:1].[Na+:2].[O-:3][C:4](=[O:5])[O-:6].[OH2:55].[OH:34][B:35]([c:36]1[cH:37][c:38]([C:39](=[O:40])[OH:41])[cH:42][cH:43][cH:44]1)[OH:45]>>[c:8]1(-[c:36]2[cH:37][c:38]([C:39](=[O:40])[OH:41])[cH:42][cH:43][cH:44]2)[n:9][cH:10][cH:11][c:12]2[c:13](-[c:18]3[n:19][o:20][c:21](-[c:23]4[cH:24][c:25]([Cl:33])[c:26]([O:29][CH:30]([CH3:31])[CH3:32])[cH:27][cH:28]4)[n:22]3)[cH:14][cH:15][cH:16][c:17]12. The reactants are FC1=CC=C(C=C1)N1C(=NC=C1C(=O)O)SCC1=C(C(=CC=C1F)F)F (1-(4-Fluorophenyl)-2-((2,3,6-trifluorobenzyl)thio)-1H-imidazole-5-carboxylic acid), CC=1N(C(=CN1)C(=O)[O-])NCC1=C(C(=CC=C1F)F)F (methyl(2,3,6-trifluorobenzylamino)-1H-imidazole-5-carboxylate), [Li+].[OH-] (LiOH), C1CCOC1 (THF). Solvent: CO (MeOH). Product: FC1=CC=C(C=C1)N1C(=NC=C1C(=O)O)N(CC1=C(C(=CC=C1F)F)F)C (1-(4-Fluorophenyl)-2-(methyl(2,3,6-trifluorobenzyl)amino)-1H-imidazole-5-carboxylic acid). Reaction SMILES: [F:1][C:2]1[CH:7]=[CH:6][C:5]([N:8]2[C:12]([C:13]([OH:15])=[O:14])=[CH:11][N:10]=[C:9]2SCC2C(F)=CC=C(F)C=2F)=[CH:4][CH:3]=1.CC1N([NH:36][CH2:37][C:38]2[C:43]([F:44])=[CH:42][CH:41]=[C:40]([F:45])[C:39]=2[F:46])C(C([O-])=O)=CN=1.[Li+].[OH-].[CH2:49]1COCC1>CO>[F:1][C:2]1[CH:3]=[CH:4][C:5]([N:8]2[C:12]([C:13]([OH:15])=[O:14])=[CH:11][N:10]=[C:9]2[N:36]([CH3:49])[CH2:37][C:38]2[C:43]([F:44])=[CH:42][CH:41]=[C:40]([F:45])[C:39]=2[F:46])=[CH:6][CH:7]=1 |f:2.3|. Procedure: 1-(4-Fluorophenyl)-2-(methyl(2,3,6-trifluorobenzyl)amino)-1H-imidazole-5-carboxylic acid (71) was prepared in a similar manner as that described for the synthesis of compound 11 using 1-(4-fluorophenyl)-2-(methyl(2,3,6-trifluorobenzylamino)-1H-imidazole-5-carboxylate (70) (24 mg, 0.061 mmol) and 1N LiOH (5 mL) in THF (5 mL) and MeOH (5 mL). Product: CC(C)(C)OC(=O)Nc1ccccc1NC(=O)C=Cc1ccc(C(O)C(=O)O)cc1. As a reaction SMILES: [CH2:35]1[O:36][CH2:37][CH2:38][CH2:39]1.[CH3:1][O:2][C:3]([CH:4]([OH:5])[c:6]1[cH:7][cH:8][c:9]([CH:12]=[CH:13][C:14]([NH:15][c:16]2[c:17]([NH:22][C:23](=[O:24])[O:25][C:26]([CH3:27])([CH3:28])[CH3:29])[cH:18][cH:19][cH:20][cH:21]2)=[O:30])[cH:10][cH:11]1)=[O:31].[ClH:34].[Li+:32].[OH-:33]>>[O:2]=[C:3]([CH:4]([OH:5])[c:6]1[cH:7][cH:8][c:9]([CH:12]=[CH:13][C:14]([NH:15][c:16]2[c:17]([NH:22][C:23](=[O:24])[O:25][C:26]([CH3:27])([CH3:28])[CH3:29])[cH:18][cH:19][cH:20][cH:21]2)=[O:30])[cH:10][cH:11]1)[OH:31]. Starting materials: C1CCOC1, COC(=O)C(O)c1ccc(C=CC(=O)Nc2ccccc2NC(=O)OC(C)(C)C)cc1, Cl, [Li+], [OH-]. Starting materials: N#N.N#N (nitrogen N2), N.N (ammonia NH3), nitrogen oxides, C(N)([O-])=O.[NH4+] (ammonium carbamate). Run in N (ammonia). Product: C(N)([O-])=O.[NH4+] (ammonium carbamate), C(=O)=O (CO2), N (NH3). Reaction SMILES: [N:1]#N.N#N.N.N.[C:7](=[O:10])([O-:9])[NH2:8].[NH4+]>N>[C:7](=[O:9])([O-:10])[NH2:8].[NH4+:1].[C:7](=[O:10])=[O:9].[NH3:8] |f:0.1,2.3,4.5,7.8|. Procedure: SCR catalytic converter 12 situated in exhaust-gas region 11 of internal combustion engine 10 reduces the nitrogen oxides NO and NO2 contained in the exhaust gas of internal combustion engine 10 to nitrogen N2 SCR catalytic converter 12 requires ammonia NH3 for the reduction. The ammonia is prepared in ammonia source 19, which performs a thermal decomposition of ammonium carbamate for example. In the thermolysis of ammonium carbamate in a thermolysis reactor, CO2 is produced in addition to NH3. ... The reactants are NC1=NC=C(C=N1)C=1C=C(C(=CC1)NC(C)(C)C)N (4-(2-amino-pyrimidin-5-yl)-N1-tert-butyl-benzene-1,2-diamine), ClC1=CC(=C(C=O)C=C1)C1=NC(=NO1)C (4-chloro-2-(3-methyl-1,2,4-oxadiazol-5-yl)-benzaldehyde), OOS(=O)[O-].[K+] (Oxone). Solvent: CN(C)C=O (DMF), O (H2O). Conditions: time 1.5 hour. Product: C(C)(C)(C)N1C(=NC2=C1C=CC(=C2)C=2C=NC(=NC2)N)C2=C(C=C(C=C2)Cl)C2=NC(=NO2)C (5-{1-tert-Butyl-2-[4-chloro-2-(3-methyl-1,2,4-oxadiazol-5-yl)-phenyl]-1H-benzimidazol-5-yl}-pyrimidin-2-ylamine). Yield: 50.6%. As a reaction SMILES: [NH2:1][C:2]1[N:7]=[CH:6][C:5]([C:8]2[CH:9]=[C:10]([NH2:19])[C:11]([NH:14][C:15]([CH3:18])([CH3:17])[CH3:16])=[CH:12][CH:13]=2)=[CH:4][N:3]=1.[Cl:20][C:21]1[CH:28]=[CH:27][C:24]([CH:25]=O)=[C:23]([C:29]2[O:33][N:32]=[C:31]([CH3:34])[N:30]=2)[CH:22]=1.OOS([O-])=O.[K+]>CN(C=O)C.O>[C:15]([N:14]1[C:11]2[CH:12]=[CH:13][C:8]([C:5]3[CH:4]=[N:3][C:2]([NH2:1])=[N:7][CH:6]=3)=[CH:9][C:10]=2[N:19]=[C:25]1[C:24]1[CH:27]=[CH:28][C:21]([Cl:20])=[CH:22][C:23]=1[C:29]1[O:33][N:32]=[C:31]([CH3:34])[N:30]=1)([CH3:16])([CH3:18])[CH3:17] |f:2.3|. Reported procedure: To a mixture of 4-(2-amino-pyrimidin-5-yl)-N1-tert-butyl-benzene-1,2-diamine (11 mg, 0.043 mmol) and 4-chloro-2-(3-methyl-1,2,4-oxadiazol-5-yl)-benzaldehyde (10 mg, 0.045 mmol) in DMF (5.0 mL) is added Oxone (27 mg, 0.044 mmol) in H2O (2.0 mL). The reaction mixture is stirred at room temperature for 1.5 hours and then quenched with saturated sodium thiosulfate aq. (25 mL). The quenched reaction mixture is extracted with EtOAc (25 mL×2) and the combined organic layers are washed with H2O (50 mL×2... RXN SMILES: [CH3:35][c:36]1[c:37]([C:41](=[O:42])[OH:43])[n:38][cH:39][nH:40]1.[CH:1]1([N:2]=[C:3]=[N:4][CH:5]2[CH2:6][CH2:7][CH2:8][CH2:9][CH2:10]2)[CH2:11][CH2:12][CH2:13][CH2:14][CH2:15]1.[ClH:34].[NH2:16][CH:17]1[CH2:18][CH2:19][N:20]([CH2:23][CH2:24][c:25]2[cH:26][nH:27][c:28]3[cH:29][cH:30][cH:31][cH:32][c:33]23)[CH2:21][CH2:22]1.[cH:44]1[cH:45][cH:46][n:47][cH:48][cH:49]1>>[NH:16]([CH:17]1[CH2:18][CH2:19][N:20]([CH2:23][CH2:24][c:25]2[cH:26][nH:27][c:28]3[cH:29][cH:30][cH:31][cH:32][c:33]23)[CH2:21][CH2:22]1)[C:41]([c:37]1[c:36]([CH3:35])[nH:40][cH:39][n:38]1)=[O:42]. Product: Cc1[nH]cnc1C(=O)NC1CCN(CCc2c[nH]c3ccccc23)CC1. Reactants: Cc1[nH]cnc1C(=O)O, C(=NC1CCCCC1)=NC1CCCCC1, Cl, NC1CCN(CCc2c[nH]c3ccccc23)CC1, c1ccncc1. The reactants are CC(=O)OC(C)=O, CC(=O)O, COc1cccc(-n2nc(Cl)cc2-c2ccc(S(C)(=O)=O)cc2)c1, O, O=[N+]([O-])O. Product: COc1cc(-n2nc(Cl)cc2-c2ccc(S(C)(=O)=O)cc2)ccc1[N+](=O)[O-]. Reaction SMILES: [CH3:30][C:31]([O:32][C:33](=[O:34])[CH3:35])=[O:36].[CH3:37][C:38](=[O:39])[OH:40].[Cl:1][c:2]1[n:3][n:4](-[c:17]2[cH:18][c:19]([O:23][CH3:24])[cH:20][cH:21][cH:22]2)[c:5](-[c:7]2[cH:8][cH:9][c:10]([S:13](=[O:14])(=[O:15])[CH3:16])[cH:11][cH:12]2)[cH:6]1.[OH2:29].[OH:25][N+:26]([O-:27])=[O:28]>>[Cl:1][c:2]1[n:3][n:4](-[c:17]2[cH:18][c:19]([O:23][CH3:24])[c:20]([N+:26](=[O:25])[O-:27])[cH:21][cH:22]2)[c:5](-[c:7]2[cH:8][cH:9][c:10]([S:13](=[O:14])(=[O:15])[CH3:16])[cH:11][cH:12]2)[cH:6]1. Reactants: [Al+3], O=C1CCCc2nc3cc(F)ccc3c(NCc3ccccc3C(F)(F)F)c21, [H-], [H-], [H-], [H-], [Li+], C1CCOC1. The product is OC1CCCc2nc3cc(F)ccc3c(NCc3ccccc3C(F)(F)F)c21. Reaction SMILES: [Al+3:30].[F:1][c:2]1[cH:3][c:4]2[n:5][c:6]3[c:11]([c:12]([NH:16][CH2:17][c:18]4[c:19]([C:24]([F:25])([F:26])[F:27])[cH:20][cH:21][cH:22][cH:23]4)[c:13]2[cH:14][cH:15]1)[C:10](=[O:28])[CH2:9][CH2:8][CH2:7]3.[H-:29].[H-:32].[H-:33].[H-:34].[Li+:31].[O:35]1[CH2:36][CH2:37][CH2:38][CH2:39]1>>[F:1][c:2]1[cH:3][c:4]2[n:5][c:6]3[c:11]([c:12]([NH:16][CH2:17][c:18]4[c:19]([C:24]([F:25])([F:26])[F:27])[cH:20][cH:21][cH:22][cH:23]4)[c:13]2[cH:14][cH:15]1)[CH:10]([OH:28])[CH2:9][CH2:8][CH2:7]3.